Dataset: the Open Reaction Database (ORD), a public repository of structured organic reaction records. Task: describe an organic reaction: reactants, conditions, products, and yield Reactants: CC1=C(C(=O)OCC2=CC=C(C=C2)C(C(=O)NC=2C=C3C=CN=CC3=CC2)CNC(=O)OC(C)(C)C)C=CC(=C1)C (4-(3-(tert-butoxycarbonylamino)-1-(isoquinolin-6-ylamino)-1-oxopropan-2-yl)benzyl 2,4-dimethylbenzoate), Cl (HCl). The solvent is C(Cl)Cl (CH2Cl2). Reaction conditions: time 9 hour. Product: Cl.Cl.CC1=C(C(=O)OCC2=CC=C(C=C2)C(C(=O)NC=2C=C3C=CN=CC3=CC2)CN)C=CC(=C1)C (4-(3-amino-1-(isoquinolin-6-ylamino)-1-oxopropan-2-yl)benzyl 2,4-dimethylbenzoate dihydrochloride). Reaction SMILES: [CH3:1][C:2]1[CH:40]=[C:39]([CH3:41])[CH:38]=[CH:37][C:3]=1[C:4]([O:6][CH2:7][C:8]1[CH:13]=[CH:12][C:11]([CH:14]([CH2:28][NH:29]C(OC(C)(C)C)=O)[C:15]([NH:17][C:18]2[CH:19]=[C:20]3[C:25](=[CH:26][CH:27]=2)[CH:24]=[N:23][CH:22]=[CH:21]3)=[O:16])=[CH:10][CH:9]=1)=[O:5].[ClH:42]>C(Cl)Cl>[ClH:42].[ClH:42].[CH3:1][C:2]1[CH:40]=[C:39]([CH3:41])[CH:38]=[CH:37][C:3]=1[C:4]([O:6][CH2:7][C:8]1[CH:9]=[CH:10][C:11]([CH:14]([CH2:28][NH2:29])[C:15]([NH:17][C:18]2[CH:19]=[C:20]3[C:25](=[CH:26][CH:27]=2)[CH:24]=[N:23][CH:22]=[CH:21]3)=[O:16])=[CH:12][CH:13]=1)=[O:5] |f:3.4.5|. Procedure: To 4-(3-(tert-butoxycarbonylamino)-1-(isoquinolin-6-ylamino)-1-oxopropan-2-yl)benzyl 2,4-dimethylbenzoate (E145) in CH2Cl2 was added HCl (4 N in dioxane) and the solution was stirred for 8-10 h. The solvents were evaporated to give pure 4-(3-amino-1-(isoquinolin-6-ylamino)-1-oxopropan-2-yl)benzyl 2,4-dimethylbenzoate dihydrochloride (E146). Starting materials: C1CCOC1, CCCCCC(OCc1ccc(OC)cc1)c1ccc(NC(C)=O)cc1, C[Si](C)(C)[N-][Si](C)(C)C, COC(=O)CCCC#CCI, [Na+]. The product is CCCCCC(OCc1ccc(OC)cc1)c1ccc(N(CC#CCCCC(=O)OC)C(C)=O)cc1. As a reaction SMILES: [CH2:48]1[O:49][CH2:50][CH2:51][CH2:52]1.[CH3:11][O:12][c:13]1[cH:14][cH:15][c:16]([CH2:17][O:18][CH:19]([CH2:20][CH2:21][CH2:22][CH2:23][CH3:24])[c:25]2[cH:26][cH:27][c:28]([NH:31][C:32]([CH3:33])=[O:34])[cH:29][cH:30]2)[cH:35][cH:36]1.[CH3:1][Si:2]([N-:3][Si:4]([CH3:5])([CH3:6])[CH3:7])([CH3:8])[CH3:9].[I:37][CH2:38][C:39]#[C:40][CH2:41][CH2:42][CH2:43][C:44](=[O:45])[O:46][CH3:47].[Na+:10]>>[CH3:11][O:12][c:13]1[cH:14][cH:15][c:16]([CH2:17][O:18][CH:19]([CH2:20][CH2:21][CH2:22][CH2:23][CH3:24])[c:25]2[cH:26][cH:27][c:28]([N:31]([C:32]([CH3:33])=[O:34])[CH2:38][C:39]#[C:40][CH2:41][CH2:42][CH2:43][C:44](=[O:45])[O:46][CH3:47])[cH:29][cH:30]2)[cH:35][cH:36]1.